From a dataset of the Open Reaction Database (ORD), a public repository of structured organic reaction records. describe an organic reaction: reactants, conditions, products, and yield The reactants are Cl (HCl), CNC1=C(SC(=C1)C1=CC=NC=C1)C(=O)OC (methyl 3-(methylamino)-5-(pyridin-4-yl)thiophene-2-carboxylate), C[O-].[Na+] (sodium methoxide), CO (methanol). Run in O (water). Product: CNC1=C(SC(=C1)C1=CC=NC=C1)C(=O)O (3-(methylamino)-5-(pyridin-4-yl)thiophene-2-carboxylic acid). Yield: 67.9%. Reaction SMILES: [CH3:1][NH:2][C:3]1[CH:7]=[C:6]([C:8]2[CH:13]=[CH:12][N:11]=[CH:10][CH:9]=2)[S:5][C:4]=1[C:14]([O:16]C)=[O:15].C[O-].[Na+].CO.Cl>O>[CH3:1][NH:2][C:3]1[CH:7]=[C:6]([C:8]2[CH:9]=[CH:10][N:11]=[CH:12][CH:13]=2)[S:5][C:4]=1[C:14]([OH:16])=[O:15] |f:1.2|. Procedure: A mixture of methyl 3-(methylamino)-5-(pyridin-4-yl)thiophene-2-carboxylate (0.533 g, 2.15 mmol), sodium methoxide (0.348 g, 6.45 mmol), methanol (8.0 mL) and water (2.0 mL) was heated at reflux for 4 h. The mixture was cooled in an ice-bath and conc. HCl (0.533 mL, 6.45 mmol) was added to adjust the pH to 4. The resultant yellow precipitate was collected by filtration and washed with water and methanol to afford the title compound (0.342 g, 68%) as a yellow solid: The reactants are ClC1=NC2=CC=CC=C2C(=N1)Cl (2,4-dichloro-quinazoline), C(C)(C)N(C(C)C)CC (N,N-diisopropyl-ethylamine), NC1=CC=CC=C1 (aniline). Solvent: C(C)(C)O (isopropanol). Yields the product ClC1=NC2=CC=CC(=C2C(=N1)C1=CC=CC=C1)N (2-chloro-4-phenyl-amino-quinazoline). As a reaction SMILES: [Cl:1][C:2]1[N:11]=[C:10](Cl)[C:9]2[C:4](=[CH:5][CH:6]=[CH:7][CH:8]=2)[N:3]=1.C([N:16](CC)C(C)C)(C)C.N[C:23]1[CH:28]=[CH:27][CH:26]=[CH:25][CH:24]=1>C(O)(C)C>[Cl:1][C:2]1[N:11]=[C:10]([C:23]2[CH:28]=[CH:27][CH:26]=[CH:25][CH:24]=2)[C:9]2[C:4](=[CH:5][CH:6]=[CH:7][C:8]=2[NH2:16])[N:3]=1. Reported procedure: A solution of 2,4-dichloro-quinazoline (15 g), N,N-diisopropyl-ethylamine (24.9 ml) and aniline (7.5 ml) in isopropanol (75 ml) is heated to reflux for 45 min. The cold reaction mixture is filtered and the filtrate is concentrated in vacuo. The residue is crystallized from diethylether-toluene (1:1) to give 2-chloro-4-phenyl-amino-quinazoline, m.p. 194-196° C. Isolated yield 46.9%. Procedure: A mixture of 4-(2-hydroxy-ethyl)-1,3-dihydro-indol-2-one (1.6 g, 9.2 mmol), 4-methoxy-3-thiophen-2-yl-benzaldehyde (2 g, 9.2 mmol) and piperidine (4.5 mL, 85 mmol) in ethanol (46 mL) was heated to reflux for overnight. The reaction mixture was concentrated and the residue was chromatographed on a column of silica gel to give 1.63 g (47%) of 4-(2-hydroxy-ethyl)-3-(4-methoxy-3-thiophen-2-yl-benzylidene)-1,3-dihydro-indol-2-one as a yellow orange solid. 1HNMR (300 MHz, DMSO-d6) δ 10.53 (s, br, 1H, ... RXN SMILES: [OH:1][CH2:2][CH2:3][C:4]1[CH:12]=[CH:11][CH:10]=[C:9]2[C:5]=1[CH2:6][C:7](=[O:13])[NH:8]2.[CH3:14][O:15][C:16]1[CH:23]=[CH:22][C:19]([CH:20]=O)=[CH:18][C:17]=1[C:24]1[S:25][CH:26]=[CH:27][CH:28]=1.N1CCCCC1>C(O)C>[OH:1][CH2:2][CH2:3][C:4]1[CH:12]=[CH:11][CH:10]=[C:9]2[C:5]=1[C:6](=[CH:20][C:19]1[CH:22]=[CH:23][C:16]([O:15][CH3:14])=[C:17]([C:24]3[S:25][CH:26]=[CH:27][CH:28]=3)[CH:18]=1)[C:7](=[O:13])[NH:8]2. The solvent is C(C)O (ethanol). Reactants: OCCC1=C2CC(NC2=CC=C1)=O (4-(2-hydroxy-ethyl)-1,3-dihydro-indol-2-one), COC1=C(C=C(C=O)C=C1)C=1SC=CC1 (4-methoxy-3-thiophen-2-yl-benzaldehyde), N1CCCCC1 (piperidine). Yields the product OCCC1=C2C(C(NC2=CC=C1)=O)=CC1=CC(=C(C=C1)OC)C=1SC=CC1 (4-(2-hydroxy-ethyl)-3-(4-methoxy-3-thiophen-2-yl-benzylidene)-1,3-dihydro-indol-2-one). Starting materials: CO, [H][H], N#Cc1ccc(N)c([N+](=O)[O-])c1. The product is N#Cc1ccc(N)c(N)c1. RXN SMILES: [CH3:15][OH:16].[H:13][H:14].[NH2:1][c:2]1[c:3]([N+:10]([O-:11])=[O:12])[cH:4][c:5]([C:6]#[N:7])[cH:8][cH:9]1>>[NH2:1][c:2]1[c:3]([NH2:10])[cH:4][c:5]([C:6]#[N:7])[cH:8][cH:9]1. Starting materials: [OH-].[Na+] (sodium hydroxide), NN1C=C(C(C=2C=C3C(=CC12)OCO3)=O)C(=O)OCC (ethyl 5-amino-5,8-dihydro-8-oxo-1,3-dioxolo[4,5-g]quinoline-7-carboxylate), C(C)(=O)O (acetic acid). Run in O (water). Reaction conditions: temperature 90 celsius, time 3 hour. The product is NN1C=C(C(C=2C=C3C(=CC12)OCO3)=O)C(=O)O (5-amino-5,8-dihydro-8-oxo-1,3-dioxolo[4,5-g]quinoline-7-carboxylic acid). Yield: 88.3%. Reaction SMILES: [OH-].[Na+].[NH2:3][N:4]1[C:13]2[CH:12]=[C:11]3[O:14][CH2:15][O:16][C:10]3=[CH:9][C:8]=2[C:7](=[O:17])[C:6]([C:18]([O:20]CC)=[O:19])=[CH:5]1.C(O)(=O)C>O>[NH2:3][N:4]1[C:13]2[CH:12]=[C:11]3[O:14][CH2:15][O:16][C:10]3=[CH:9][C:8]=2[C:7](=[O:17])[C:6]([C:18]([OH:20])=[O:19])=[CH:5]1 |f:0.1|. Procedure details: To a solution of 4.4 g (0.11 mole) of sodium hydroxide in 350 ml of water was added 3.0 g (0.047 mole) of ethyl 5-amino-5,8-dihydro-8-oxo-1,3-dioxolo[4,5-g]quinoline-7-carboxylate (Example 1). The resulting slurry was stirred at about 90° C. for three hours, then cooled to room temperature and neutralized with 9.3 ml of acetic acid. The solid product was collected by filtration and recrystallized from dimethylformamide to give 10.3 g of 5-amino-5,8-dihydro-8-oxo-1,3-dioxolo[4,5-g]quinoline-7-car... The reactants are [BH4-], CCOC(=O)Cc1cccc(Oc2ccccc2C=O)c1, CO, [Na+]. The product is CCOC(=O)Cc1cccc(Oc2ccccc2CO)c1. As a reaction SMILES: [BH4-:22].[CH2:1]([CH3:2])[O:3][C:4]([CH2:5][c:6]1[cH:7][c:8]([O:12][c:13]2[c:14]([CH:19]=[O:20])[cH:15][cH:16][cH:17][cH:18]2)[cH:9][cH:10][cH:11]1)=[O:21].[CH3:24][OH:25].[Na+:23]>>[CH2:1]([CH3:2])[O:3][C:4]([CH2:5][c:6]1[cH:7][c:8]([O:12][c:13]2[c:14]([CH2:19][OH:20])[cH:15][cH:16][cH:17][cH:18]2)[cH:9][cH:10][cH:11]1)=[O:21]. Reactants: O (water), C(C)(C)(C)OC(=O)N[C@@H](CCSC)C(=O)N[C@@H](CC(O)=O)C(=O)N[C@H](C)C(=O)N (N-t-butoxycarbonyl-L-methionyl-L-aspartyl-D-alanine amide), Cl.O1CCOCC1 (HCl dioxane), resultant mixture. The solvent is C(C)(=O)O (acetic acid), solution. Product: Cl.N[C@@H](CCSC)C(=O)N[C@@H](CC(O)=O)C(=O)N[C@H](C)C(=O)N (L-methionyl-L-aspartyl-D-alanine amide hydrochloride). As a reaction SMILES: C(OC([NH:8][C@H:9]([C:14]([NH:16][C@H:17]([C:22]([NH:24][C@@H:25]([C:27]([NH2:29])=[O:28])[CH3:26])=[O:23])[CH2:18][C:19](=[O:21])[OH:20])=[O:15])[CH2:10][CH2:11][S:12][CH3:13])=O)(C)(C)C.O.[ClH:31].O1CCOCC1>C(O)(=O)C>[ClH:31].[NH2:8][C@H:9]([C:14]([NH:16][C@H:17]([C:22]([NH:24][C@@H:25]([C:27]([NH2:29])=[O:28])[CH3:26])=[O:23])[CH2:18][C:19](=[O:20])[OH:21])=[O:15])[CH2:10][CH2:11][S:12][CH3:13] |f:2.3,5.6|. Reported procedure: 12.54 Parts of N-t-butoxycarbonyl-L-methionyl-L-aspartyl-D-alanine amide is dissolved in 107 parts by volume glacial acetic acid and 51.66 parts by volume of a 5.6 M solution of HCl/dioxane. The resultant mixture is stirred for 20 minutes and then stripped under reduced pressure to afford a solid. The solid is triturated with ethyl ether, cooled, and the resultant product washed with cold ethyl ether and vacuum dried. This solid is purified by countercurrent distribution to afford L-methionyl-L-... The reactants are ClC1=CC=C(C=C1)C(Cl)(Cl)C1=CC=C(C=C1)C (4-chlorophenyl-4-methylphenyl-dichloromethane), FC1=CC=C(C=C1)C=1CCN(CC1)S(=O)(=O)C=1C=C(C(=CC1)O)O (4-[4-(4-fluoro-phenyl)-3,6-dihydro-2H-pyridine-1-sulfonyl]-benzene-1,2-diol). Yields the product ClC1=CC=C(C=C1)C1(OC2=C(O1)C=CC(=C2)S(=O)(=O)N2CCC(=CC2)C2=CC=C(C=C2)F)C2=CC=C(C=C2)C (racemic 1-[2-(4-chloro-phenyl)-2-p-tolyl-benzo[1,3]dioxole-5-sulfonyl]-4-(4-fluoro-phenyl)-1,2,3,6-tetrahydro-pyridine), solid. The yield is 80.0%. As a reaction SMILES: [Cl:1][C:2]1[CH:7]=[CH:6][C:5]([C:8]([C:11]2[CH:16]=[CH:15][C:14]([CH3:17])=[CH:13][CH:12]=2)(Cl)Cl)=[CH:4][CH:3]=1.[F:18][C:19]1[CH:24]=[CH:23][C:22]([C:25]2[CH2:26][CH2:27][N:28]([S:31]([C:34]3[CH:35]=[C:36]([OH:41])[C:37]([OH:40])=[CH:38][CH:39]=3)(=[O:33])=[O:32])[CH2:29][CH:30]=2)=[CH:21][CH:20]=1>>[Cl:1][C:2]1[CH:7]=[CH:6][C:5]([C:8]2([C:11]3[CH:16]=[CH:15][C:14]([CH3:17])=[CH:13][CH:12]=3)[O:40][C:37]3[CH:38]=[CH:39][C:34]([S:31]([N:28]4[CH2:27][CH:26]=[C:25]([C:22]5[CH:21]=[CH:20][C:19]([F:18])=[CH:24][CH:23]=5)[CH2:30][CH2:29]4)(=[O:33])=[O:32])=[CH:35][C:36]=3[O:41]2)=[CH:4][CH:3]=1. Procedure: Using 4-chlorophenyl-4-methylphenyl-dichloromethane (57 mg, 0.2 mmol) and 4-[4-(4-fluoro-phenyl)-3,6-dihydro-2H-pyridine-1-sulfonyl]-benzene-1,2-diol (69 mg, 0.2 mmol) as a starting material, the title compound was obtained as an off-white crystalline solid (90 mg, 80%) after taking the residue up in hexane/ethyl acetate (4/1), stirring for 10 minutes, filtering the solid and drying.